The task is: describe an organic reaction: reactants, conditions, products, and yield. This data is from the Open Reaction Database (ORD), a public repository of structured organic reaction records. Reactants: Cl (hydrochloride), ClC=1C=CC(=C(C(=O)Cl)C1)OC (5-chloro-2-methoxy-benzoyl chloride), Cl (hydrochloric acid), [OH-].[Na+] (NaOH). The solvent is CC(=O)C (acetone), CC(=O)C (acetone), O (water), O (water). Run at time 1 hour. The product is 5-chloro-2-methoxy-benzamido, ClC=1C=CC(=C(C(=O)O)C1)OC (5-chloro-2-methoxy-benzoic acid). Reaction SMILES: Cl.[OH-:2].[Na+].[Cl:4][C:5]1[CH:6]=[CH:7][C:8]([O:14][CH3:15])=[C:9]([CH:13]=1)[C:10](Cl)=[O:11]>CC(C)=O.O>[Cl:4][C:5]1[CH:6]=[CH:7][C:8]([O:14][CH3:15])=[C:9]([CH:13]=1)[C:10]([OH:2])=[O:11] |f:1.2|. Procedure details: 2.5 g of hydrochloride were dissolved in 25 ml of acetone and 0.8 g of NaOH in 20 ml of water. To this solution, there were added 2 g of 5-chloro-2-methoxy-benzoyl chloride in 20 ml of acetone and the whole was stirred for 1 hour. Then, water and dilute hydrochloric acid were added and the product was recrystallized from methanol. The 4-(2-<5-chloro-2-methoxy-benzamido>-ethyl)-5-chloro-2-methoxy-benzoic acid so obtained was found to melt at 171°-173° C.